From a dataset of the Open Reaction Database (ORD), a public repository of structured organic reaction records. describe an organic reaction: reactants, conditions, products, and yield Product: COC1=CC=C(C=C1)/C=C/C(/C=C/C(=O)O)=O ((E,E)-6-(p-methoxyphenyl)-4-oxo-2,5-hexadienoic acid). Procedure details: A solution of 1.0 g (3.47 mmol) of (E)-6,6-diethoxy-1-(p-methoxyphenyl)-1-hexen-4-yn-3-one in 4 ml of dioxane and 2 ml of 2.2N aqueous hydrobromic acid was stirred at 30° for 18 hours and subsequently treated with 20 ml of ether and 10 ml of water. The aqueous phase was extracted twice with ethyl acetate. The combined organic fractions were dried over magnesium sulphate, filtered and evaporated. The residue was chromatographed on 80 g of silica gel with acetonitrile/water (1:1). The fractions co... The solvent is O1CCOCC1 (dioxane), Br (hydrobromic acid). As a reaction SMILES: C([O:3][CH:4]([O:19]CC)[C:5]#[C:6][C:7](=[O:18])/[CH:8]=[CH:9]/[C:10]1[CH:15]=[CH:14][C:13]([O:16][CH3:17])=[CH:12][CH:11]=1)C.CCOCC.O>O1CCOCC1.Br>[CH3:17][O:16][C:13]1[CH:12]=[CH:11][C:10](/[CH:9]=[CH:8]/[C:7](=[O:18])/[CH:6]=[CH:5]/[C:4]([OH:19])=[O:3])=[CH:15][CH:14]=1. Starting materials: CCOCC (ether), O (water), C(C)OC(C#CC(/C=C/C1=CC=C(C=C1)OC)=O)OCC ((E)-6,6-diethoxy-1-(p-methoxyphenyl)-1-hexen-4-yn-3-one). Starting materials: BrC=1C=CC(=C(C=C2C(C(OC2(C)C)(C)C)=O)C1)CC (4-(5-bromo-2-ethylbenzylidene)-2,2,5,5-tetramethyldihydrofuran-3-one), OO (hydrogen peroxide), [OH-].[Li+] (lithium hydroxide). Run in CO (methanol). Run at temperature 35 celsius. The product is BrC=1C=CC(=C(C1)C1OC12C(OC(C2=O)(C)C)(C)C)CC (2-(5-bromo-2-ethylphenyl)-4,4,6,6-tetramethyl-1,5-dioxaspiro[2.4]heptan-7-one). Yield: 87.2%. As a reaction SMILES: [Br:1][C:2]1[CH:3]=[CH:4][C:5]([CH2:19][CH3:20])=[C:6]([CH:18]=1)[CH:7]=[C:8]1[C:12]([CH3:14])([CH3:13])[O:11][C:10]([CH3:16])([CH3:15])[C:9]1=[O:17].[OH:21]O.[OH-].[Li+]>CO>[Br:1][C:2]1[CH:3]=[CH:4][C:5]([CH2:19][CH3:20])=[C:6]([CH:7]2[C:8]3([C:9](=[O:17])[C:10]([CH3:15])([CH3:16])[O:11][C:12]3([CH3:13])[CH3:14])[O:21]2)[CH:18]=1 |f:2.3|. Procedure details: To a solution of 4-(5-bromo-2-ethylbenzylidene)-2,2,5,5-tetramethyldihydrofuran-3-one (32.07 g, 95.15 mmol) in methanol (1570 ml) at 35° C. is added 50% aqueous hydrogen peroxide (8.10 ml, 142.73 mmol), followed immediately by a solution of 2M aqueous lithium hydroxide (9.51 ml, 19.03 mmol). This reaction mixture is stirred at 35° C. for exactly 1 hour, then quenched with saturated sodium metabisulfite (340 ml) and distilled water (340 ml). After stirring at room temperature for 15 minutes solve... The reactants are CC(C)(C)OC(=O)NC1CCNC1, O=C(OCc1ccccc1)ON1C(=O)CCC1=O, CCOC(C)=O, [Na+], O=C([O-])O, C1COCCO1, O. Yields the product CC(C)(C)OC(=O)NC1CCN(C(=O)OCc2ccccc2)C1. Reaction SMILES: [C:1]([CH3:2])([CH3:3])([CH3:4])[O:5][C:6](=[O:7])[NH:8][CH:9]1[CH2:10][NH:11][CH2:12][CH2:13]1.[CH2:19]([c:20]1[cH:21][cH:22][cH:23][cH:24][cH:25]1)[O:26][C:27](=[O:28])[O:29][N:30]1[C:31](=[O:32])[CH2:33][CH2:34][C:35]1=[O:36].[CH3:44][CH2:45][O:46][C:47](=[O:48])[CH3:49].[Na+:18].[O-:14][C:15]([OH:16])=[O:17].[O:38]1[CH2:39][CH2:40][O:41][CH2:42][CH2:43]1.[OH2:37]>>[C:1]([CH3:2])([CH3:3])([CH3:4])[O:5][C:6](=[O:7])[NH:8][CH:9]1[CH2:10][N:11]([C:27]([O:26][CH2:19][c:20]2[cH:21][cH:22][cH:23][cH:24][cH:25]2)=[O:28])[CH2:12][CH2:13]1. The reactants are CCN(CC)S(F)(F)F, ClCCl, Cc1ccccc1OCC(=O)Nc1ccc(-c2nc3cc(OCCCO)ccc3o2)cc1. Product: Cc1ccccc1OCC(=O)Nc1ccc(-c2nc3cc(OCCCF)ccc3o2)cc1. As a reaction SMILES: [CH2:33]([N:34]([S:35]([F:36])([F:37])[F:39])[CH2:38][CH3:40])[CH3:41].[Cl:42][CH2:43][Cl:44].[OH:1][CH2:2][CH2:3][CH2:4][O:5][c:6]1[cH:7][cH:8][c:9]2[c:10]([n:11][c:12](-[c:14]3[cH:15][cH:16][c:17]([NH:20][C:21]([CH2:22][O:23][c:24]4[c:25]([CH3:30])[cH:26][cH:27][cH:28][cH:29]4)=[O:31])[cH:18][cH:19]3)[o:13]2)[cH:32]1>>[CH2:2]([CH2:3][CH2:4][O:5][c:6]1[cH:7][cH:8][c:9]2[c:10]([n:11][c:12](-[c:14]3[cH:15][cH:16][c:17]([NH:20][C:21]([CH2:22][O:23][c:24]4[c:25]([CH3:30])[cH:26][cH:27][cH:28][cH:29]4)=[O:31])[cH:18][cH:19]3)[o:13]2)[cH:32]1)[F:39]. Reactants: C(CCC)NC(C1=CC=C(C=C1)Cl)=O (N-butyl-4-chlorobenzamide), ice, Cl.O (HCl water), B2H6. Run in C1CCOC1 (THF). Yields the product C(CCC)C1=C(C=CC(=C1)Cl)CN (n-butyl-4-chlorobenzenemethanamine). The yield is 164.6%. Reaction SMILES: C([NH:5][C:6](=O)[C:7]1[CH:12]=[CH:11][C:10]([Cl:13])=[CH:9][CH:8]=1)CCC.[H]1[BH2][H][BH2]1.Cl.O>C1COCC1>[CH2:6]([C:12]1[CH:11]=[C:10]([Cl:13])[CH:9]=[CH:8][C:7]=1[CH2:6][NH2:5])[CH2:7][CH2:8][CH3:9] |f:2.3|. Reported procedure: A solution of N-butyl-4-chlorobenzamide (2.26 g; 0.011 mol) in dry THF (25 ml) was added slowly to an ice-cooled solution of 1.0M B2H6 --THF complex (45 ml; 0.045 tool) under a nitrogen blanket. When addition was complete, the mixture was stirred and heated to reflux for 3 hours, cooled and decomposed by dropwise addition of 1:1 conc aq HCl-water (10 ml). The mixture was then evaporated on a rotary evaporator at 60° for 1/2 hour to decompose the boron-amine complexes. The residue was taken up in... Reactants: C1CCOC1, COc1ccc2c(=O)n(CC(N)CO[Si](c3ccccc3)(c3ccccc3)C(C)(C)C)c(C#N)c(-c3ccccc3)c2c1. Product: COc1ccc2c(=O)n(CC(N)CO)c(C#N)c(-c3ccccc3)c2c1. RXN SMILES: [CH2:44]1[O:45][CH2:46][CH2:47][CH2:48]1.[NH2:1][CH:2]([CH2:3][n:4]1[c:5](=[O:24])[c:6]2[cH:7][cH:8][c:9]([O:22][CH3:23])[cH:10][c:11]2[c:12](-[c:16]2[cH:17][cH:18][cH:19][cH:20][cH:21]2)[c:13]1[C:14]#[N:15])[CH2:25][O:26][Si:27]([C:28]([CH3:29])([CH3:30])[CH3:31])([c:32]1[cH:33][cH:34][cH:35][cH:36][cH:37]1)[c:38]1[cH:39][cH:40][cH:41][cH:42][cH:43]1>>[NH2:1][CH:2]([CH2:3][n:4]1[c:5](=[O:24])[c:6]2[cH:7][cH:8][c:9]([O:22][CH3:23])[cH:10][c:11]2[c:12](-[c:16]2[cH:17][cH:18][cH:19][cH:20][cH:21]2)[c:13]1[C:14]#[N:15])[CH2:25][OH:26].